Task: describe an organic reaction: reactants, conditions, products, and yield. Dataset: the Open Reaction Database (ORD), a public repository of structured organic reaction records The reactants are O1C(OCC1)C=1C=C(C=CC1)N1C(=CC2=CC=CC=C12)C (1-[3-(1,3-Dioxolan-2-yl)phenyl]-2-methyl-1H-indole), Cl (hydrochloric acid), O (Water). Solvent: O1CCCC1 (tetrahydrofuran). Conditions: temperature 50 celsius, time 40 minute. The product is CC=1N(C2=CC=CC=C2C1)C=1C=C(C=O)C=CC1 (3-(2-methyl-1H-indol-1-yl)benzaldehyde). Yield: 5.4%. As a reaction SMILES: [O:1]1CCO[CH:2]1[C:6]1[CH:7]=[C:8]([N:12]2[C:20]3[C:15](=[CH:16][CH:17]=[CH:18][CH:19]=3)[CH:14]=[C:13]2[CH3:21])[CH:9]=[CH:10][CH:11]=1.Cl.O>O1CCCC1>[CH3:21][C:13]1[N:12]([C:8]2[CH:7]=[C:6]([CH:11]=[CH:10][CH:9]=2)[CH:2]=[O:1])[C:20]2[C:15]([CH:14]=1)=[CH:16][CH:17]=[CH:18][CH:19]=2. Procedure details: 1-[3-(1,3-Dioxolan-2-yl)phenyl]-2-methyl-1H-indole (1.1 g, 3.94 mmol) synthesized according to the method described in J. Am. Chem. Soc., 2002, vol. 124, pp. 11684-11688 was dissolved in tetrahydrofuran (40 mL), 5 N hydrochloric acid (10 mL) was added to the solution, and the mixture was stirred at 50° C. for 40 min. Water was added to the reaction solution and the mixture was extracted with ethyl acetate. The extract was washed with aqueous sodium chloride solution, dried over anhydrous magnesi... Starting materials: [N+](=O)([O-])C1=C(C=CC(=C1)C(F)(F)F)N1N=C(C(=N1)C(=O)OCC)OC1=CC(=CC=C1)OC(F)(F)F (ethyl 2-[2-nitro-4-(trifluoromethyl)phenyl]-5-[3-(trifluoromethoxy)phenoxy]-2H-1,2,3-triazole-4-carboxylate), [N+](=O)([O-])C1=C(C=CC(=C1)C(F)(F)F)N1N=C(C(=N1)C(=O)OCC)OC1=CC(=CC=C1)OC(F)(F)F (ethyl 2-[2-nitro-4-(trifluoromethyl)phenyl]-5-[3-(trifluoromethoxy)phenoxy]-2H-1,2,3-triazole-4-carboxylate), S(=O)([O-])S(=O)[O-].[Na+].[Na+] (sodium hydrosulfite). Solvent: C(C)#N (acetonitrile), O (water), [Cl-].[Na+] (sodium chloride). Reaction conditions: temperature 23 celsius, time 2.5 hour. The product is C(C)OC(=O)C1=NN(N=C1OC1=CC(=CC=C1)OC(F)(F)F)C1=C(C=C(C=C1)C(F)(F)F)N (2-(2-amino-4-trifluoromethyl-phenyl)-5-(3-trifluoromethoxy-phenoxy)-2H-[1,2,3]triazole-4-carboxylic acid ethyl ester). Reaction SMILES: [N+:1]([C:4]1[CH:9]=[C:8]([C:10]([F:13])([F:12])[F:11])[CH:7]=[CH:6][C:5]=1[N:14]1[N:18]=[C:17]([C:19]([O:21][CH2:22][CH3:23])=[O:20])[C:16]([O:24][C:25]2[CH:30]=[CH:29][CH:28]=[C:27]([O:31][C:32]([F:35])([F:34])[F:33])[CH:26]=2)=[N:15]1)([O-])=O.S(S([O-])=O)([O-])=O.[Na+].[Na+]>C(#N)C.O.[Cl-].[Na+]>[CH2:22]([O:21][C:19]([C:17]1[C:16]([O:24][C:25]2[CH:30]=[CH:29][CH:28]=[C:27]([O:31][C:32]([F:33])([F:34])[F:35])[CH:26]=2)=[N:15][N:14]([C:5]2[CH:6]=[CH:7][C:8]([C:10]([F:12])([F:13])[F:11])=[CH:9][C:4]=2[NH2:1])[N:18]=1)=[O:20])[CH3:23] |f:1.2.3,6.7|. Procedure details: To a solution of ethyl 2-[2-nitro-4-(trifluoromethyl)phenyl]-5-[3-(trifluoromethoxy)phenoxy]-2H-1,2,3-triazole-4-carboxylate (i.e. the product of Step F, 0.76 g, 1.5 mmol) in acetonitrile (30 mL) was added a solution of sodium hydrosulfite (1.31 g, 7.5 mmol) in water (20 mL). The mixture was stirred at 23° C. for 2.5 h. The reaction mixture was diluted with saturated aqueous sodium chloride solution (30 mL) and extracted with ethyl acetate (2×50 mL). The organic layer was dried (MgSO4) and conce... The reactants are CC1CCCN1C1CC(c2nc3ccc(Br)cc3s2)C1, Cc1ccc(B2OC(C)(C)C(C)(C)O2)c(C)n1, OB(O)c1cncnc1. Yields the product Cc1ccc(-c2ccc3nc(C4CC(N5CCCC5C)C4)sc3c2)c(C)n1. As a reaction SMILES: [Br:1][c:2]1[cH:3][c:4]2[c:5]([n:6][c:7]([CH:9]3[CH2:10][CH:11]([N:13]4[CH:14]([CH3:18])[CH2:15][CH2:16][CH2:17]4)[CH2:12]3)[s:8]2)[cH:19][cH:20]1.[CH3:21][c:22]1[n:23][c:24]([CH3:37])[cH:25][cH:26][c:27]1[B:28]1[O:29][C:30]([CH3:31])([CH3:32])[C:33]([CH3:34])([CH3:35])[O:36]1.[n:38]1[cH:39][c:40]([B:41]([OH:42])[OH:43])[cH:44][n:45][cH:46]1>>[c:2]1(-[c:27]2[c:22]([CH3:21])[n:23][c:24]([CH3:37])[cH:25][cH:26]2)[cH:3][c:4]2[c:5]([n:6][c:7]([CH:9]3[CH2:10][CH:11]([N:13]4[CH:14]([CH3:18])[CH2:15][CH2:16][CH2:17]4)[CH2:12]3)[s:8]2)[cH:19][cH:20]1. The reactants are CO, C[O-], Cl, COC(=CC#N)C(F)(F)F, NO, [Na+]. Yields the product COC(=CC(N)=NO)C(F)(F)F. RXN SMILES: [CH3:17][OH:18].[CH3:4][O-:5].[ClH:1].[F:7][C:8]([C:9](=[CH:10][C:11]#[N:12])[O:13][CH3:14])([F:15])[F:16].[NH2:2][OH:3].[Na+:6]>>[N:2]([OH:3])=[C:11]([CH:10]=[C:9]([C:8]([F:7])([F:15])[F:16])[O:13][CH3:14])[NH2:12]. Starting materials: NC(=S)N(CCC1=CC=C(OC(C(=O)OCC)(C)C)C=C1)CC1=CC=C(C=C1)C(F)(F)F (ethyl 2-[4-(2-{(aminocarbonothioyl)[4-(trifluoromethyl)benzyl]amino}ethyl)phenoxy]-2-methylpropanoate), COC1=C(C(CBr)=O)C=CC=C1 (2-methoxyphenacyl bromide). Procedure details: Similarly prepared from ethyl 2-[4-(2-{(aminocarbonothioyl)[4-(trifluoromethyl)benzyl]amino}ethyl)phenoxy]-2-methylpropanoate and 2-methoxyphenacyl bromide. Yields the product COC1=C(C=CC=C1)C=1N=C(SC1)N(CCC1=CC=C(OC(C(=O)O)(C)C)C=C1)CC1=CC=C(C=C1)C(F)(F)F (2-[4-(2-{[4-(2-Methoxyphenyl)-1,3-thiazol-2-yl][4-(trifluoromethyl)benzyl]amino}ethyl)phenoxy]-2-methylpropanoic acid). Reaction SMILES: [NH2:1][C:2]([N:4]([CH2:22][C:23]1[CH:28]=[CH:27][C:26]([C:29]([F:32])([F:31])[F:30])=[CH:25][CH:24]=1)[CH2:5][CH2:6][C:7]1[CH:21]=[CH:20][C:10]([O:11][C:12]([CH3:19])([CH3:18])[C:13]([O:15]CC)=[O:14])=[CH:9][CH:8]=1)=[S:3].[CH3:33][O:34][C:35]1[CH:44]=[CH:43][CH:42]=[CH:41][C:36]=1[C:37](=O)[CH2:38]Br>>[CH3:33][O:34][C:35]1[CH:44]=[CH:43][CH:42]=[CH:41][C:36]=1[C:37]1[N:1]=[C:2]([N:4]([CH2:22][C:23]2[CH:24]=[CH:25][C:26]([C:29]([F:32])([F:30])[F:31])=[CH:27][CH:28]=2)[CH2:5][CH2:6][C:7]2[CH:8]=[CH:9][C:10]([O:11][C:12]([CH3:19])([CH3:18])[C:13]([OH:15])=[O:14])=[CH:20][CH:21]=2)[S:3][CH:38]=1.